describe an organic reaction: reactants, conditions, products, and yield From a dataset of the Open Reaction Database (ORD), a public repository of structured organic reaction records. The reactants are O1CC(CC1)CS(=O)(=O)[O-].[Na+] (Sodium tetrahydrofuran-3-ylmethanesulfonate), S(=O)(Cl)Cl (thionyl chloride), C1(=CC=CC=C1)C (toluene). The solvent is CN(C=O)C (dimethylformamide). Yields the product O1CC(CC1)CS(=O)(=O)Cl (tetrahydrofuran-3-ylmethanesulfonyl chloride). As a reaction SMILES: [O:1]1[CH2:5][CH2:4][CH:3]([CH2:6][S:7]([O-:10])(=O)=[O:8])[CH2:2]1.[Na+].C1(C)C=CC=CC=1.S(Cl)([Cl:21])=O>CN(C)C=O>[O:1]1[CH2:5][CH2:4][CH:3]([CH2:6][S:7]([Cl:21])(=[O:10])=[O:8])[CH2:2]1 |f:0.1|. Procedure: Sodium tetrahydrofuran-3-ylmethanesulfonate (1.0 g) [see Preparation 10] was dissolved in dimethylformamide (0.05m)) and thionyl chloride (5.3 ml) was added. The reaction mixture was heated under reflux for 5 hours, cooled and toluene (10 ml) added. The solvent was removed under reduced pressure. The residue was partitioned between ethyl acetate and water, the organic layer was separated, washed with brine, dried over magnesium sulphate and the solvent removed under reduced pressure to afford te... Starting materials: C(C(=O)Cl)(=O)Cl (Oxalyl chloride), ClC=1C=C2C(CCOC2=C(C1OC1=CC=C(C(=O)O)C=C1)Cl)C(=O)OCC (4-(6,8-Dichloro-4-(ethoxycarbonyl)chroman-7-yloxy)benzoic acid), ClC1=CC=C(C=C1)CCN (2-(4-Chlorophenyl)ethylamine), C(C)(C)N(CC)C(C)C (diisopropylethylamine). Run in ClCCl (dichloromethane), CN(C)C=O (DMF). Reaction conditions: time 10 minute. The product is ClC=1C=C2C(CCOC2=C(C1OC1=CC=C(C=C1)C(NCCC1=CC=C(C=C1)Cl)=O)Cl)C(=O)OCC (ethyl 6,8-dichloro-7-(4-(4-chlorophenethylcarbamoyl)phenoxy)chroman-4-carboxylate). Isolated yield 98.2%. RXN SMILES: [Cl:1][C:2]1[CH:3]=[C:4]2[C:9](=[C:10]([Cl:22])[C:11]=1[O:12][C:13]1[CH:21]=[CH:20][C:16]([C:17]([OH:19])=O)=[CH:15][CH:14]=1)[O:8][CH2:7][CH2:6][CH:5]2[C:23]([O:25][CH2:26][CH3:27])=[O:24].C(Cl)(=O)C(Cl)=O.[Cl:34][C:35]1[CH:40]=[CH:39][C:38]([CH2:41][CH2:42][NH2:43])=[CH:37][CH:36]=1.C(N(C(C)C)CC)(C)C>ClCCl.CN(C=O)C>[Cl:1][C:2]1[CH:3]=[C:4]2[C:9](=[C:10]([Cl:22])[C:11]=1[O:12][C:13]1[CH:14]=[CH:15][C:16]([C:17](=[O:19])[NH:43][CH2:42][CH2:41][C:38]3[CH:39]=[CH:40][C:35]([Cl:34])=[CH:36][CH:37]=3)=[CH:20][CH:21]=1)[O:8][CH2:7][CH2:6][CH:5]2[C:23]([O:25][CH2:26][CH3:27])=[O:24]. Procedure: 4-(6,8-Dichloro-4-(ethoxycarbonyl)chroman-7-yloxy)benzoic acid (22.96 g, 55.832 mmol) was dissolved in dichloromethane (200 ml) and DMF (0.2 ml). Oxalyl chloride (8.6 ml, 98.585 mmol) was added slowly over a period of 30 minutes at ambient temperature. The crude mixture was concentrated under reduced pressure. Dry dichloromethane (200 ml) was added and the mixture was cooled in an ice bath. 2-(4-Chlorophenyl)ethylamine (8.5413 ml, 61.415 mmol) and diisopropylethylamine (11.701 ml, 66.999 mmol) w... Starting materials: C([O-])(O)=O.[Na+] (Sodium bicarbonate), C(=O)NC=1SC=C(N1)C(C(=O)O)=O (2-(2-formamidothiazol-4-yl)glyoxylic acid), C([O-])(O)=O.[Na+] (sodium bicarbonate), resultant solution, Cl.NOCC(=O)OCC (Ethyl 2-aminooxyacetate hydrochloride), Cl (hydrochloric acid). The solvent is O (water). Run at time 3 hour. Yields the product C(C)OC(=O)CON=C(C(=O)O)C=1N=C(SC1)NC=O (2-ethoxycarbonylmethoxyimino-2-(2-formamidothiazol-4-yl)acetic acid). Yield: 47.8%. As a reaction SMILES: C(=O)(O)[O-].[Na+].[CH:6]([NH:8][C:9]1[S:10][CH:11]=[C:12]([C:14](=O)[C:15]([OH:17])=[O:16])[N:13]=1)=[O:7].Cl.[NH2:20][O:21][CH2:22][C:23]([O:25][CH2:26][CH3:27])=[O:24].Cl>O>[CH2:26]([O:25][C:23]([CH2:22][O:21][N:20]=[C:14]([C:12]1[N:13]=[C:9]([NH:8][CH:6]=[O:7])[S:10][CH:11]=1)[C:15]([OH:17])=[O:16])=[O:24])[CH3:27] |f:0.1,3.4|. Procedure: Sodium bicarbonate (0.84 g.) was added to a suspension of 2-(2-formamidothiazol-4-yl)glyoxylic acid (2 g.) in water (120 ml.) to prepare a solution. Ethyl 2-aminooxyacetate hydrochloride (4.56 g.) was added to the solution and stirred at ambient temperature for 3 hours while adjusting to pH 6 with sodium bicarbonate. The resultant solution was adjusted to pH 1.5 with hydrochloric acid, salted out and extracted with ethyl acetate three times. The extract was dried over magnesium sulfate and conce... The reactants are N#CCBr, CC(=O)c1cc2c(c(C(C)(C)C)c1)OCCN2, O=C([O-])[O-], CCOC(C)=O, CN(C)C=O, [K+], [K+]. Product: CC(=O)c1cc2c(c(C(C)(C)C)c1)OCCN2CC#N. As a reaction SMILES: [Br:7][CH2:8][C:9]#[N:10].[C:11]([CH3:12])([CH3:13])([CH3:14])[c:15]1[cH:16][c:17]([C:25]([CH3:26])=[O:27])[cH:18][c:19]2[c:24]1[O:23][CH2:22][CH2:21][NH:20]2.[C:1](=[O:2])([O-:3])[O-:4].[CH3:28][CH2:29][O:30][C:31](=[O:32])[CH3:33].[CH3:34][N:35]([CH3:36])[CH:37]=[O:38].[K+:5].[K+:6]>>[CH2:8]([C:9]#[N:10])[N:20]1[c:19]2[cH:18][c:17]([C:25]([CH3:26])=[O:27])[cH:16][c:15]([C:11]([CH3:12])([CH3:13])[CH3:14])[c:24]2[O:23][CH2:22][CH2:21]1. Procedure: A solution of ethyl N-benzyloxycarbamate (7.80 g.) in absolute ethanol (5 ml.) was added dropwise to a solution of sodium ethoxide in absolute ethanol [Na: 920 mg., absolute C2H5OH: 100 ml.] at 70° C. and the mixture was stirred at the same temperature for 30 minutes. To the mixture was added dropwise dibutyl 3-chloropropylphosphonate (10.8 g.), whereafter the reaction mixture was refluxed with stirring for 22 hours. The resultant mixture was cooled to give precipitates, which were filtered off.... Reaction SMILES: [CH2:1]([O:8][NH:9][C:10](=[O:14])[O:11][CH2:12][CH3:13])[C:2]1[CH:7]=[CH:6][CH:5]=[CH:4][CH:3]=1.[O-]CC.[Na+].Cl[CH2:20][CH2:21][CH2:22][P:23](=[O:34])([O:29][CH2:30][CH2:31][CH2:32][CH3:33])[O:24][CH2:25][CH2:26][CH2:27][CH3:28].C(OCC)(=O)C>C(O)C.C(Cl)(Cl)Cl.O>[CH2:1]([O:8][N:9]([CH2:20][CH2:21][CH2:22][P:23](=[O:34])([O:29][CH2:30][CH2:31][CH2:32][CH3:33])[O:24][CH2:25][CH2:26][CH2:27][CH3:28])[C:10]([O:11][CH2:12][CH3:13])=[O:14])[C:2]1[CH:7]=[CH:6][CH:5]=[CH:4][CH:3]=1 |f:1.2|. Isolated yield 42.8%. Reaction conditions: time 30 minute. The solvent is C(Cl)(Cl)Cl (chloroform), C(C)O (ethanol), C(C)O (ethanol), O (water). Yields the product C(C1=CC=CC=C1)ON(C(=O)OCC)CCCP(OCCCC)(OCCCC)=O (dibutyl 3 -(N-benzyloxy-N-ethoxycarbonylamino)propylphosphonate). Starting materials: C(C1=CC=CC=C1)ONC(OCC)=O (ethyl N-benzyloxycarbamate), [O-]CC.[Na+] (sodium ethoxide), resultant mixture, C(C)(=O)OCC (ethyl acetate), ClCCCP(OCCCC)(OCCCC)=O (dibutyl 3-chloropropylphosphonate). Yields the product NC=1C=C(C=CC1)C(CC(=O)OCC)NC(C1=CC=CC=C1)=O (Ethyl 3-(3-aminophenyl)-3-benzoylamino-propionate). Procedure details: Corresponding to Example 3b, 3 g of (4a) were reduced using tin-(II) dichloride. A white solid was obtained (yield: 2.6 g). Reaction SMILES: [C:1]([NH:9][CH:10]([C:17]1[CH:22]=[CH:21][CH:20]=[C:19]([N+:23]([O-])=O)[CH:18]=1)[CH2:11][C:12]([O:14][CH2:15][CH3:16])=[O:13])(=[O:8])[C:2]1[CH:7]=[CH:6][CH:5]=[CH:4][CH:3]=1.[Sn](Cl)Cl>>[NH2:23][C:19]1[CH:18]=[C:17]([CH:10]([NH:9][C:1](=[O:8])[C:2]2[CH:7]=[CH:6][CH:5]=[CH:4][CH:3]=2)[CH2:11][C:12]([O:14][CH2:15][CH3:16])=[O:13])[CH:22]=[CH:21][CH:20]=1. Reactants: C(C1=CC=CC=C1)(=O)NC(CC(=O)OCC)C1=CC(=CC=C1)[N+](=O)[O-] (Ethyl 3-benzoylamino-3-(3-nitrophenyl)-propionate), [Sn](Cl)Cl (tin-(II) dichloride). Reactants: NCC(O)C1=CC(=CC=C1)OC1=CC=CC=C1 (2-amino-1-(3-phenoxyphenyl)ethanol), C(#N)[BH3-].[Na+] (sodium cyanoborohydride), O=C(COC1=CC=C(C=C1)CC(=O)OC)C (methyl 4-(2-oxopropoxy)phenylacetate), C1=CC=CC=C1 (benzene). Solvent: CO (methanol). Product: COC(=O)CC1=CC=C(OCC(C)NCC(O)C2=CC(=CC=C2)OC2=CC=CC=C2)C=C1 (2-[2-(4-Methoxycarbonylmethylphenoxy)-1-methylethyl]amino-1-(3-phenoxyphenyl)ethanol). The yield is 33.4%. As a reaction SMILES: [NH2:1][CH2:2][CH:3]([C:5]1[CH:10]=[CH:9][CH:8]=[C:7]([O:11][C:12]2[CH:17]=[CH:16][CH:15]=[CH:14][CH:13]=2)[CH:6]=1)[OH:4].O=[C:19]([CH3:33])[CH2:20][O:21][C:22]1[CH:27]=[CH:26][C:25]([CH2:28][C:29]([O:31][CH3:32])=[O:30])=[CH:24][CH:23]=1.C1C=CC=CC=1.C([BH3-])#N.[Na+]>CO>[CH3:32][O:31][C:29]([CH2:28][C:25]1[CH:24]=[CH:23][C:22]([O:21][CH2:20][CH:19]([NH:1][CH2:2][CH:3]([C:5]2[CH:10]=[CH:9][CH:8]=[C:7]([O:11][C:12]3[CH:17]=[CH:16][CH:15]=[CH:14][CH:13]=3)[CH:6]=2)[OH:4])[CH3:33])=[CH:27][CH:26]=1)=[O:30] |f:3.4|. Procedure: Following a procedure similar to that described in Example 6, but using 2 g of 2-amino-1-(3-phenoxyphenyl)ethanol (prepared as described in Preparation 15), 3.4 g of methyl 4-(2-oxopropoxy)phenylacetate (prepared as described in Preparation 3), 70 ml of benzene, 60 ml of absolute methanol and 3.7 g of sodium cyanoborohydride, 1.27 g of the title compound were obtained having an Rf=0.26 (thin layer chromatography over silica gel, using ethyl acetate as the developing solvent). The reactants are NC1=CC=C(OCC2(OC3=CC=CC=C3CC2)C)C=C1 (2-(4-aminophenoxymethyl)-2-methylchroman), N(=O)[O-].[Na+] (sodium nitrite), Cl (hydrochloric acid), C(C=C)(=O)OCC (ethyl acrylate), cuprous oxide. The solvent is CC(=O)C (acetone), O (water). Reaction conditions: temperature 40 celsius, time 30 minute. Yields the product ClC(C(=O)OCC)CC1=CC=C(C=C1)OCC1(OC2=CC=CC=C2CC1)C (Ethyl 2-chloro-3-[4-(2-methylchroman-2-ylmethoxy)-phenyl]propionate). As a reaction SMILES: [ClH:1].N[C:3]1[CH:21]=[CH:20][C:6]([O:7][CH2:8][C:9]2([CH3:19])[CH2:18][CH2:17][C:16]3[C:11](=[CH:12][CH:13]=[CH:14][CH:15]=3)[O:10]2)=[CH:5][CH:4]=1.N([O-])=O.[Na+].[C:26]([O:30][CH2:31][CH3:32])(=[O:29])[CH:27]=[CH2:28]>CC(C)=O.O>[Cl:1][CH:27]([CH2:28][C:3]1[CH:21]=[CH:20][C:6]([O:7][CH2:8][C:9]2([CH3:19])[CH2:18][CH2:17][C:16]3[C:11](=[CH:12][CH:13]=[CH:14][CH:15]=3)[O:10]2)=[CH:5][CH:4]=1)[C:26]([O:30][CH2:31][CH3:32])=[O:29] |f:2.3|. Procedure details: 0.7 ml of concentrated aqueous hydrochloric acid was dropped, whilst ice-cooling, into a solution of 500 mg of 2-(4-aminophenoxymethyl)-2-methylchroman (prepared as described in Preparation 4) in 5 ml of acetone, and then a solution of 170 mg of sodium nitrite in 2 ml of water was added dropwise to the resulting mixture. When the dropwise additon was complete, 2 ml of ethyl acrylate were added, and the reaction mixture was heated to 40° C. 10 mg of cuprous oxide were then added gradually, and th... The reactants are COC(=O)C(=O)Cl, CC(C)(C)OC(=O)NCC1CCC(c2ccc(N)cc2)CC1, COC(=O)C(=O)Nc1ccc(N2CCOCC2)cc1. Yields the product COC(=O)C(=O)Nc1ccc(C2CCC(CNC(=O)OC(C)(C)C)CC2)cc1. RXN SMILES: [Cl:23][C:24]([C:25](=[O:26])[O:27][CH3:28])=[O:29].[NH2:1][c:2]1[cH:3][cH:4][c:5]([CH:8]2[CH2:9][CH2:10][CH:11]([CH2:14][NH:15][C:16]([O:17][C:18]([CH3:19])([CH3:20])[CH3:21])=[O:22])[CH2:12][CH2:13]2)[cH:6][cH:7]1.[O:30]1[CH2:31][CH2:32][N:33]([c:34]2[cH:35][cH:36][c:37]([NH:38][C:39](=[O:40])[C:41]([O:42][CH3:43])=[O:44])[cH:45][cH:46]2)[CH2:47][CH2:48]1>>[NH:1]([c:2]1[cH:3][cH:4][c:5]([CH:8]2[CH2:9][CH2:10][CH:11]([CH2:14][NH:15][C:16]([O:17][C:18]([CH3:19])([CH3:20])[CH3:21])=[O:22])[CH2:12][CH2:13]2)[cH:6][cH:7]1)[C:24]([C:25](=[O:26])[O:27][CH3:28])=[O:29]. Reactants: NC1=NC(=C(C(=N1)OS(=O)(=O)C(F)(F)F)[N+](=O)[O-])C=1OC=CC1 (trifluoromethanesulfonic acid 2-amino-6-furan-2-yl-5-nitro-pyrimidin-4-yl ester), C(C1=CC=CC=C1)O (benzyl alcohol), C1CCC2=NCCCN2CC1 (DBU). Solvent: COCCOC (DME). The product is C(C1=CC=CC=C1)OC1=NC(=NC(=C1[N+](=O)[O-])C=1OC=CC1)N (4-Benzyloxy-6-furan-2-yl-5-nitro-pyrimidin-2-yl-amine). As a reaction SMILES: [NH2:1][C:2]1[N:7]=[C:6]([O:8]S(C(F)(F)F)(=O)=O)[C:5]([N+:16]([O-:18])=[O:17])=[C:4]([C:19]2[O:20][CH:21]=[CH:22][CH:23]=2)[N:3]=1.[CH2:24](O)[C:25]1[CH:30]=[CH:29][CH:28]=[CH:27][CH:26]=1.C1CCN2C(=NCCC2)CC1>COCCOC>[CH2:24]([O:8][C:6]1[C:5]([N+:16]([O-:18])=[O:17])=[C:4]([C:19]2[O:20][CH:21]=[CH:22][CH:23]=2)[N:3]=[C:2]([NH2:1])[N:7]=1)[C:25]1[CH:30]=[CH:29][CH:28]=[CH:27][CH:26]=1. Reported procedure: From trifluoromethanesulfonic acid 2-amino-6-furan-2-yl-5-nitro-pyrimidin-4-yl ester, benzyl alcohol and DBU in DME. ES-MS m/e (%): 313 (M+H+, 100).